From a dataset of the Open Reaction Database (ORD), a public repository of structured organic reaction records. describe an organic reaction: reactants, conditions, products, and yield The reactants are C(CCC)N1S(C(=C(C1=O)Cl)C1=CC=CC=C1)(=O)=O (2-Butyl-4-chloro-5-phenylisothiazol-3(2H)-one 1,1-dioxide), NC1=CC=C(C=C1)CO ((4-Aminophenyl)methanol). The solvent is CN(C)C=O (DMF). Reaction conditions: temperature 140 celsius. Yields the product C(CCC)N1S(C(=C(C1=O)NC1=CC=C(C=C1)CO)C1=CC=CC=C1)(=O)=O (2-Butyl-4-{[4-(hydroxymethyl)phenyl]amino}-5-phenylisothiazol-3(2H)-one 1,1-dioxide). Yield: 4.7%. RXN SMILES: [CH2:1]([N:5]1[C:9](=[O:10])[C:8](Cl)=[C:7]([C:12]2[CH:17]=[CH:16][CH:15]=[CH:14][CH:13]=2)[S:6]1(=[O:19])=[O:18])[CH2:2][CH2:3][CH3:4].[NH2:20][C:21]1[CH:26]=[CH:25][C:24]([CH2:27][OH:28])=[CH:23][CH:22]=1>CN(C=O)C>[CH2:1]([N:5]1[C:9](=[O:10])[C:8]([NH:20][C:21]2[CH:26]=[CH:25][C:24]([CH2:27][OH:28])=[CH:23][CH:22]=2)=[C:7]([C:12]2[CH:17]=[CH:16][CH:15]=[CH:14][CH:13]=2)[S:6]1(=[O:19])=[O:18])[CH2:2][CH2:3][CH3:4]. Reported procedure: 2-Butyl-4-chloro-5-phenylisothiazol-3(2H)-one 1,1-dioxide (110 mg, 0.331 mmol) was dissolved in dry DMF (0.5 mL) under nitrogen atmosphere. (4-Aminophenyl)methanol (122 mg, 0.991 mmol) was added and the reaction mixture was heated in a microwave reactor for 25 mins at 140° C. The crude product was purified by preparative HPLC affording the title compound (6 mg, 4.7%). 1H NMR (500 MHz, CD3CN): δ 1.00 (t, 3H), 1.43-1.52 (m, 2H), 1.78-1.85 (m, 2H), 3.03 (t, 1H), 3.75 (t, 2H), 4.40 (d, 2H), 6.77 (d,... Starting materials: COc1ccc(CCl)cc1OC, COc1cc2[nH]nc(CN3CCN(c4ccccc4OC)CC3)c2cc1OC, CN(C)C=O, [H-], [Na+], O. Product: COc1ccc(Cn2nc(CN3CCN(c4ccccc4OC)CC3)c3cc(OC)c(OC)cc32)cc1OC. Reaction SMILES: [CH3:31][O:32][c:33]1[cH:34][c:35]([CH2:41][Cl:42])[cH:36][cH:37][c:38]1[O:39][CH3:40].[CH3:3][O:4][c:5]1[cH:6][c:7]2[c:8]([CH2:16][N:17]3[CH2:18][CH2:19][N:20]([c:23]4[c:24]([O:29][CH3:30])[cH:25][cH:26][cH:27][cH:28]4)[CH2:21][CH2:22]3)[n:9][nH:10][c:11]2[cH:12][c:13]1[O:14][CH3:15].[CH3:44][N:45]([CH3:46])[CH:47]=[O:48].[H-:1].[Na+:2].[OH2:43]>>[CH3:3][O:4][c:5]1[cH:6][c:7]2[c:8]([CH2:16][N:17]3[CH2:18][CH2:19][N:20]([c:23]4[c:24]([O:29][CH3:30])[cH:25][cH:26][cH:27][cH:28]4)[CH2:21][CH2:22]3)[n:9][n:10]([CH2:41][c:35]3[cH:34][c:33]([O:32][CH3:31])[c:38]([O:39][CH3:40])[cH:37][cH:36]3)[c:11]2[cH:12][c:13]1[O:14][CH3:15].